From a dataset of the Open Reaction Database (ORD), a public repository of structured organic reaction records. describe an organic reaction: reactants, conditions, products, and yield Starting materials: SC[C@H](O)[C@H](O)CS (dithioerythritol), ClCCN1CCOCC1 (N-(2-chloroethyl)-morpholine), ( I ), C(C)(C)(C)OC(=O)N1CCC(CC1)N(C(=O)NC=1SC(=CN1)SC#N)C1CCCCC1 (4-[1-cyclohexyl-3-(5-thiocyanato-thiazol-2-yl)-ureido]-piperidine-1-carboxylic acid tert-butyl ester). Product: C(C)(C)(C)OC(=O)N1CCC(CC1)N(C(=O)NC=1SC(=CN1)SCCN1CCOCC1)C1CCCCC1 (4-{1-Cyclohexyl-3-[5-(2-morpholin-4-yl-ethylsulfanyl)-thiazol-2-yl]-ureido}-piperidine-1-carboxylic acid tert-butyl ester), C1(CCCCC1)N(C(=O)NC=1SC(=CN1)SCCN1CCOCC1)C1CCN(CC1)C(=O)C=1SC=CC1 (1-Cyclohexyl-3-[5-(2-morpholin-4-yl-ethylsulfanyl)-thiazol-2-yl]-1-[1-(thiophene-2-carbonyl)-piperidin-4-yl]-urea). RXN SMILES: [C:1]([O:5][C:6]([N:8]1[CH2:13][CH2:12][CH:11]([N:14]([CH:26]2[CH2:31][CH2:30][CH2:29][CH2:28][CH2:27]2)[C:15]([NH:17][C:18]2[S:19][C:20]([S:23]C#N)=[CH:21][N:22]=2)=[O:16])[CH2:10][CH2:9]1)=[O:7])([CH3:4])([CH3:3])[CH3:2].S[CH2:33][C@@H:34]([C@@H:36]([CH2:38][SH:39])O)O.Cl[CH2:41][CH2:42][N:43]1[CH2:48][CH2:47][O:46][CH2:45][CH2:44]1>>[C:1]([O:5][C:6]([N:8]1[CH2:9][CH2:10][CH:11]([N:14]([CH:26]2[CH2:31][CH2:30][CH2:29][CH2:28][CH2:27]2)[C:15]([NH:17][C:18]2[S:19][C:20]([S:23][CH2:41][CH2:42][N:43]3[CH2:48][CH2:47][O:46][CH2:45][CH2:44]3)=[CH:21][N:22]=2)=[O:16])[CH2:12][CH2:13]1)=[O:7])([CH3:2])([CH3:3])[CH3:4].[CH:26]1([N:14]([CH:11]2[CH2:12][CH2:13][N:8]([C:6]([C:38]3[S:39][CH:33]=[CH:34][CH:36]=3)=[O:7])[CH2:9][CH2:10]2)[C:15]([NH:17][C:18]2[S:19][C:20]([S:23][CH2:41][CH2:42][N:43]3[CH2:48][CH2:47][O:46][CH2:45][CH2:44]3)=[CH:21][N:22]=2)=[O:16])[CH2:27][CH2:28][CH2:29][CH2:30][CH2:31]1. Procedure details: 4-{1-Cyclohexyl-3-[5-(2-morpholin-4-yl-ethylsulfanyl)-thiazol-2-yl]-ureido}-piperidine-1-carboxylic acid tert-butyl ester was prepared as described in general procedure (H) and (I) using 4-[1-cyclohexyl-3-(5-thiocyanato-thiazol-2-yl)-ureido]-piperidine-1-carboxylic acid tert-butyl ester, dithioerythritol and N-(2-chloroethyl)-morpholine. Removal of the Boc group and N-acylation using thiophene-2 carboxylic acid as described in general procedure (G), steps 3 and 4 gave the title compound.